Dataset: the Open Reaction Database (ORD), a public repository of structured organic reaction records. Task: describe an organic reaction: reactants, conditions, products, and yield Reactants: O=C([O-])O, ClCc1coc(-c2ccc(Cl)cc2)n1, CC1(C)OCC(COc2ccc(-c3c(C#N)c(N)nc(S)c3C#N)cc2)O1, [Na+], CN(C)C=O. Yields the product CC1(C)OCC(COc2ccc(-c3c(C#N)c(N)nc(SCc4coc(-c5ccc(Cl)cc5)n4)c3C#N)cc2)O1. Reaction SMILES: [C:42](=[O:43])([OH:44])[O-:45].[Cl:28][CH2:29][c:30]1[n:31][c:32](-[c:35]2[cH:36][cH:37][c:38]([Cl:41])[cH:39][cH:40]2)[o:33][cH:34]1.[NH2:1][c:2]1[n:3][c:4]([SH:27])[c:5]([C:25]#[N:26])[c:6](-[c:10]2[cH:11][cH:12][c:13]([O:16][CH2:17][CH:18]3[O:19][C:20]([CH3:23])([CH3:24])[O:21][CH2:22]3)[cH:14][cH:15]2)[c:7]1[C:8]#[N:9].[Na+:46].[O:47]=[CH:48][N:49]([CH3:50])[CH3:51]>>[NH2:1][c:2]1[n:3][c:4]([S:27][CH2:29][c:30]2[n:31][c:32](-[c:35]3[cH:36][cH:37][c:38]([Cl:41])[cH:39][cH:40]3)[o:33][cH:34]2)[c:5]([C:25]#[N:26])[c:6](-[c:10]2[cH:11][cH:12][c:13]([O:16][CH2:17][CH:18]3[O:19][C:20]([CH3:23])([CH3:24])[O:21][CH2:22]3)[cH:14][cH:15]2)[c:7]1[C:8]#[N:9]. The reactants are CN(C)C=O, CCOC(C)=O, Clc1cc(Cl)ncn1, CCOC(=O)CCCOc1cnc(N(Cc2cc(C(F)(F)F)cc(C(F)(F)F)c2)Cc2cc(C(F)(F)F)ccc2O)nc1, [H-], [Na+], O. The product is CCOC(=O)CCCOc1cnc(N(Cc2cc(C(F)(F)F)cc(C(F)(F)F)c2)Cc2cc(C(F)(F)F)ccc2Oc2cc(Cl)ncn2)nc1. RXN SMILES: [CH3:55][N:56]([CH3:57])[CH:58]=[O:59].[CH3:60][CH2:61][O:62][C:63](=[O:64])[CH3:65].[Cl:46][c:47]1[n:48][cH:49][n:50][c:51]([Cl:53])[cH:52]1.[F:1][C:2]([c:3]1[cH:4][c:5]([CH2:6][N:7]([c:8]2[n:9][cH:10][c:11]([O:14][CH2:15][CH2:16][CH2:17][C:18](=[O:19])[O:20][CH2:21][CH3:22])[cH:12][n:13]2)[CH2:23][c:24]2[c:25]([OH:34])[cH:26][cH:27][c:28]([C:30]([F:31])([F:32])[F:33])[cH:29]2)[cH:35][c:36]([C:38]([F:39])([F:40])[F:41])[cH:37]1)([F:42])[F:43].[H-:44].[Na+:45].[OH2:54]>>[F:1][C:2]([c:3]1[cH:4][c:5]([CH2:6][N:7]([c:8]2[n:9][cH:10][c:11]([O:14][CH2:15][CH2:16][CH2:17][C:18](=[O:19])[O:20][CH2:21][CH3:22])[cH:12][n:13]2)[CH2:23][c:24]2[c:25]([O:34][c:51]3[n:50][cH:49][n:48][c:47]([Cl:46])[cH:52]3)[cH:26][cH:27][c:28]([C:30]([F:31])([F:32])[F:33])[cH:29]2)[cH:35][c:36]([C:38]([F:39])([F:40])[F:41])[cH:37]1)([F:42])[F:43]. Reactants: diene, C1[C@@H]2N(C1=O)[C@H](/C(=C/CO)/O2)C(=O)O (clavulanic acid), (5R)-11-benzyloxycarbonyl-3-oxo-6-oxa-2-azatricyclo[5.4.0.02,5 ]-undec-7,8-ene, II, title compounds. The solvent is C(C=C)(=O)OCC1=CC=CC=C1 (benzyl acrylate). The product is C(=C)C1=CN2C(C[C@H]2O1)=O ((5R)-3-Vinyl-7-oxo-4-oxa-1-azabicyclo[3.2.0]hept-2-ene), title compound. The yield is 83.3%. RXN SMILES: [CH2:1]1[C:4](=[O:5])[N:3]2[C@@H:6](C(O)=O)/[C:7](/[O:11][C@H:2]12)=[CH:8]/[CH2:9]O>C(OCC1C=CC=CC=1)(=O)C=C>[CH:8]([C:7]1[O:11][C@H:2]2[N:3]([C:4](=[O:5])[CH2:1]2)[CH:6]=1)=[CH2:9]. Procedure: (5R)-3-Vinyl-7-oxo-4-oxa-1-azabicyclo[3.2.0]hept-2-ene (345 mg., 2.5 mmole) was prepared from clavulanic acid (3.0 mmole) as described in Example 1. This diene was dissolved in benzyl acrylate (7 ml) and the resulting solution was heated at 80° (bath temperature) for 1.5 hours. The bulk of the benzyl acrylate was then removed by distillation at 100° (bath temperature)/0.5 mm Hg pressure; and the resulting residue was chromatography on silica gel (25 g) using 1:9→1:4 ethyl acetate/petroleum ether... Reactants: C(C)(=O)NC1=CC=C(C=2N=C(SC21)N)OC (7-acetylamino-4-methoxy-benzothiazol-2-ylamine), FC1=CC=C(C(=O)Cl)C=C1 (4-fluoro-benzoyl chloride). Product: C(C)(=O)NC1=CC=C(C=2N=C(SC21)NC(C2=CC=C(C=C2)F)=O)OC (N-(7-Acetylamino-4-methoxy-benzothiazol-2-yl)-4-fluoro-benzamide). RXN SMILES: [C:1]([NH:4][C:5]1[C:13]2[S:12][C:11]([NH2:14])=[N:10][C:9]=2[C:8]([O:15][CH3:16])=[CH:7][CH:6]=1)(=[O:3])[CH3:2].[F:17][C:18]1[CH:26]=[CH:25][C:21]([C:22](Cl)=[O:23])=[CH:20][CH:19]=1>>[C:1]([NH:4][C:5]1[C:13]2[S:12][C:11]([NH:14][C:22](=[O:23])[C:21]3[CH:25]=[CH:26][C:18]([F:17])=[CH:19][CH:20]=3)=[N:10][C:9]=2[C:8]([O:15][CH3:16])=[CH:7][CH:6]=1)(=[O:3])[CH3:2]. Procedure details: Using 7-acetylamino-4-methoxy-benzothiazol-2-ylamine and 4-fluoro-benzoyl chloride the title compound was obtained as a tan solid (25% yield), MS: m/e=359.1 (M+H+). Starting materials: CC(C)(C)OC(=O)NCCCCN, CC#N, CCN(C(C)C)C(C)C, ClCc1nc2ccccc2[nH]1. Yields the product CC(C)(C)OC(=O)NCCCCNCc1nc2ccccc2[nH]1. Reaction SMILES: [C:12]([CH3:13])([CH3:14])([CH3:15])[O:16][C:17]([NH:18][CH2:19][CH2:20][CH2:21][CH2:22][NH2:23])=[O:24].[CH3:34][C:35]#[N:36].[CH:25]([N:26]([CH2:27][CH3:28])[CH:29]([CH3:30])[CH3:31])([CH3:32])[CH3:33].[Cl:1][CH2:2][c:3]1[nH:4][c:5]2[c:6]([n:7]1)[cH:8][cH:9][cH:10][cH:11]2>>[CH2:2]([c:3]1[nH:4][c:5]2[c:6]([n:7]1)[cH:8][cH:9][cH:10][cH:11]2)[NH:23][CH2:22][CH2:21][CH2:20][CH2:19][NH:18][C:17]([O:16][C:12]([CH3:13])([CH3:14])[CH3:15])=[O:24]. Starting materials: O=C([O-])[O-], COC(=O)CCc1ccc(OCCc2nc(-c3ccc(Cl)nc3)oc2C)cc1C, Cc1ccccc1, [Na+], [Na+], O, OB(O)c1ccccc1. Product: COC(=O)CCc1ccc(OCCc2nc(-c3ccc(-c4ccccc4)nc3)oc2C)cc1C. Reaction SMILES: [C:39](=[O:40])([O-:41])[O-:42].[CH3:1][O:2][C:3]([CH2:4][CH2:5][c:6]1[c:7]([CH3:28])[cH:8][c:9]([O:12][CH2:13][CH2:14][c:15]2[n:16][c:17](-[c:21]3[cH:22][n:23][c:24]([Cl:27])[cH:25][cH:26]3)[o:18][c:19]2[CH3:20])[cH:10][cH:11]1)=[O:29].[CH3:45][c:46]1[cH:47][cH:48][cH:49][cH:50][cH:51]1.[Na+:43].[Na+:44].[OH2:52].[c:30]1([B:36]([OH:37])[OH:38])[cH:31][cH:32][cH:33][cH:34][cH:35]1>>[CH3:1][O:2][C:3]([CH2:4][CH2:5][c:6]1[c:7]([CH3:28])[cH:8][c:9]([O:12][CH2:13][CH2:14][c:15]2[n:16][c:17](-[c:21]3[cH:22][n:23][c:24](-[c:30]4[cH:31][cH:32][cH:33][cH:34][cH:35]4)[cH:25][cH:26]3)[o:18][c:19]2[CH3:20])[cH:10][cH:11]1)=[O:29].